Dataset: the Open Reaction Database (ORD), a public repository of structured organic reaction records. Task: describe an organic reaction: reactants, conditions, products, and yield Starting materials: Cc1cc(N2CCNCC2)nc2ccccc12, O=C(NCC(F)(F)F)C1(CCCCBr)c2ccccc2-c2ccccc21. The product is Cc1cc(N2CCN(CCCCC3(C(=O)NCC(F)(F)F)c4ccccc4-c4ccccc43)CC2)nc2ccccc12. Reaction SMILES: [CH3:27][c:28]1[cH:29][c:30]([N:38]2[CH2:39][CH2:40][NH:41][CH2:42][CH2:43]2)[n:31][c:32]2[cH:33][cH:34][cH:35][cH:36][c:37]12.[F:1][C:2]([CH2:3][NH:4][C:5](=[O:6])[C:7]1([CH2:20][CH2:21][CH2:22][CH2:23][Br:24])[c:8]2[cH:9][cH:10][cH:11][cH:12][c:13]2-[c:14]2[cH:15][cH:16][cH:17][cH:18][c:19]21)([F:25])[F:26]>>[F:1][C:2]([CH2:3][NH:4][C:5](=[O:6])[C:7]1([CH2:20][CH2:21][CH2:22][CH2:23][N:41]2[CH2:40][CH2:39][N:38]([c:30]3[cH:29][c:28]([CH3:27])[c:37]4[c:32]([n:31]3)[cH:33][cH:34][cH:35][cH:36]4)[CH2:43][CH2:42]2)[c:8]2[cH:9][cH:10][cH:11][cH:12][c:13]2-[c:14]2[cH:15][cH:16][cH:17][cH:18][c:19]21)([F:25])[F:26]. Reactants: C(C1=CC=CC=C1)(=O)N (benzamide), COC(CCl)OC (chloroacetaldehyde dimethyl acetal), C(C1=CC=CC=C1)(=O)N (benzamide). Run in ClCCl (dichloromethane). Reaction conditions: temperature 60 celsius, time 3 hour. Yields the product COC(CCl)NC(C1=CC=CC=C1)=O (N-(1-methoxy-2-chloroethyl)-benzamide). The yield is 41.3%. Reaction SMILES: [C:1]([NH2:9])(=[O:8])[C:2]1[CH:7]=[CH:6][CH:5]=[CH:4][CH:3]=1.[CH3:10][O:11][CH:12](OC)[CH2:13][Cl:14]>ClCCl>[CH3:10][O:11][CH:12]([NH:9][C:1](=[O:8])[C:2]1[CH:7]=[CH:6][CH:5]=[CH:4][CH:3]=1)[CH2:13][Cl:14]. Reported procedure: 9.6 g of benzamide and 49.8 g of chloroacetaldehyde dimethyl acetal, and an amount of strongly acidic ion exchanging resin having an exchange capacity corresponding to the benzamide were agitated for 3 hours at a temperature of 60° C. The reaction fluid was cooled to 40° C., and 30 ml of dichloromethane was added thereto. The ion exchanging resin was removed by filtration under reduced pressure, and the dichloromethane and excess chloroacetaldehyde dimethyl acetal were removed from the filtrate ... Reactants: C(C1=CC=CC=C1)OC(=O)N1[C@H](C(=O)N2[C@@H](CCC2)C(CS(=O)C(C)C)O)CCC1 ((2S)-1-(N-Benzyloxycarbonyl-L-prolyl)-2-[1-hydroxy-2(isopropylsulfinyl)ethyl]pyrrolidine), CS(=O)C.C1CCC(CC1)N=C=NC2CCCCC2 (DMSO DCC). Yields the product C(C1=CC=CC=C1)OC(=O)N1[C@H](C(=O)N2[C@@H](CCC2)C(CS(=O)C(C)C)=O)CCC1 ((2S)-1-(N-Benzyloxycarbonyl-L-prolyl)-2-[(isopropylsulfinyl)-acetyl]pyrrolidine). Isolated yield 37.6%. RXN SMILES: [CH2:1]([O:8][C:9]([N:11]1[CH2:30][CH2:29][CH2:28][C@H:12]1[C:13]([N:15]1[CH2:19][CH2:18][CH2:17][C@H:16]1[CH:20]([OH:27])[CH2:21][S:22]([CH:24]([CH3:26])[CH3:25])=[O:23])=[O:14])=[O:10])[C:2]1[CH:7]=[CH:6][CH:5]=[CH:4][CH:3]=1.CS(C)=O.C1CCC(N=C=NC2CCCCC2)CC1>>[CH2:1]([O:8][C:9]([N:11]1[CH2:30][CH2:29][CH2:28][C@H:12]1[C:13]([N:15]1[CH2:19][CH2:18][CH2:17][C@H:16]1[C:20](=[O:27])[CH2:21][S:22]([CH:24]([CH3:25])[CH3:26])=[O:23])=[O:14])=[O:10])[C:2]1[CH:7]=[CH:6][CH:5]=[CH:4][CH:3]=1 |f:1.2|. Reported procedure: (2S)-1-(N-Benzyloxycarbonyl-L-prolyl)-2-[1-hydroxy-2(isopropylsulfinyl)ethyl]pyrrolidine (1.34 g) was subjected to DMSO-DCC oxidation as in Example 1-D) to give 502 mg of the title compound (See Table 3). The reactants are CO, Nc1nccc(-c2cccc([N+](=O)[O-])c2)n1, c1ccsc1. Product: Nc1cccc(-c2ccnc(N)n2)c1. As a reaction SMILES: [CH3:22][OH:23].[N+:1]([O-:2])(=[O:3])[c:4]1[cH:5][c:6](-[c:10]2[n:11][c:12]([NH2:16])[n:13][cH:14][cH:15]2)[cH:7][cH:8][cH:9]1.[cH:17]1[cH:18][s:19][cH:20][cH:21]1>>[NH2:1][c:4]1[cH:5][c:6](-[c:10]2[n:11][c:12]([NH2:16])[n:13][cH:14][cH:15]2)[cH:7][cH:8][cH:9]1. Reactants: CN1CCN(C2(CNCc3cc4ccccc4n(C)c3=O)CCC=COC2)CC1, O=C(Cl)C1CCCCC1, ClCCl. Yields the product CN1CCN(C2(CN(Cc3cc4ccccc4n(C)c3=O)C(=O)C3CCCCC3)CCC=COC2)CC1. Reaction SMILES: [CH3:1][n:2]1[c:3](=[O:29])[c:4]([CH2:12][NH:13][CH2:14][C:15]2([N:22]3[CH2:23][CH2:24][N:25]([CH3:28])[CH2:26][CH2:27]3)[CH2:16][O:17][CH:18]=[CH:19][CH2:20][CH2:21]2)[cH:5][c:6]2[cH:7][cH:8][cH:9][cH:10][c:11]12.[CH:30]1([C:36](=[O:37])[Cl:38])[CH2:31][CH2:32][CH2:33][CH2:34][CH2:35]1.[Cl:39][CH2:40][Cl:41]>>[CH3:1][n:2]1[c:3](=[O:29])[c:4]([CH2:12][N:13]([CH2:14][C:15]2([N:22]3[CH2:23][CH2:24][N:25]([CH3:28])[CH2:26][CH2:27]3)[CH2:16][O:17][CH:18]=[CH:19][CH2:20][CH2:21]2)[C:36]([CH:30]2[CH2:31][CH2:32][CH2:33][CH2:34][CH2:35]2)=[O:37])[cH:5][c:6]2[cH:7][cH:8][cH:9][cH:10][c:11]12. Starting materials: [BH4-], CCO, CC(C)(C)C(=O)CNC(=O)c1cccnc1SCCCc1ccc(F)cc1, [Na+]. As a reaction SMILES: [BH4-:1].[CH3:30][CH2:31][OH:32].[CH3:3][C:4]([C:5]([CH2:6][NH:7][C:8](=[O:9])[c:10]1[c:11]([S:16][CH2:17][CH2:18][CH2:19][c:20]2[cH:21][cH:22][c:23]([F:26])[cH:24][cH:25]2)[n:12][cH:13][cH:14][cH:15]1)=[O:27])([CH3:28])[CH3:29].[Na+:2]>>[CH3:3][C:4]([CH:5]([CH2:6][NH:7][C:8](=[O:9])[c:10]1[c:11]([S:16][CH2:17][CH2:18][CH2:19][c:20]2[cH:21][cH:22][c:23]([F:26])[cH:24][cH:25]2)[n:12][cH:13][cH:14][cH:15]1)[OH:27])([CH3:28])[CH3:29]. Yields the product CC(C)(C)C(O)CNC(=O)c1cccnc1SCCCc1ccc(F)cc1. Reactants: ClCCCOC1=CC=C(C=C1)C=1N=C2N(C=CC(=C2)C)C1 (2-(4-chloropropoxyphenyl)-7-methylimidazo[1,2-a]pyridine), N1CCCC1 (pyrrolidine). As a reaction SMILES: Cl[CH2:2][CH2:3][CH2:4][O:5][C:6]1[CH:11]=[CH:10][C:9]([C:12]2[N:13]=[C:14]3[CH:19]=[C:18]([CH3:20])[CH:17]=[CH:16][N:15]3[CH:21]=2)=[CH:8][CH:7]=1.[NH:22]1[CH2:26][CH2:25][CH2:24][CH2:23]1>>[N:22]1([CH2:2][CH2:3][CH2:4][O:5][C:6]2[CH:11]=[CH:10][C:9]([C:12]3[N:13]=[C:14]4[CH:19]=[C:18]([CH3:20])[CH:17]=[CH:16][N:15]4[CH:21]=3)=[CH:8][CH:7]=2)[CH2:26][CH2:25][CH2:24][CH2:23]1. Yields the product N1(CCCC1)CCCOC1=CC=C(C=C1)C=1N=C2N(C=CC(=C2)C)C1 (2-(4-Pyrrolidinopropoxyphenyl)-7-methylimidazo[1,2-a]pyridine). Procedure details: The product of Step C, Example 8 (126 mg) and pyrrolidine (1.5 mL) were heated at 85° C. for 4 hours. The reaction was cooled to ambient temperature and partitioned between ethyl acetate (6 mL) and half-saturated sodium bicarbonate solution (6 mL). The aqueous portion was extracted with additional ethyl acetate (6 mL) and the organic portions combined and evaporated. The residue was purified via silica gel chromatography (dichloromethane/methanol) to give the title compound (50.3 mg). 1H-NMR (CD...